From a dataset of the Open Reaction Database (ORD), a public repository of structured organic reaction records. describe an organic reaction: reactants, conditions, products, and yield The reactants are FC(C(CC#N)=O)(F)F (4,4,4-trifluoro-3-oxobutanenitrile), ClC=1C(=C(C=CC1)NN)OC ((3-chloro-2-methoxyphenyl)hydrazine). The solvent is C(C)O (ethanol). Product: ClC=1C(=C(C=CC1)N1N=C(C=C1N)C(F)(F)F)OC (1-(3-chloro-2-methoxyphenyl)-3-(trifluoromethyl)-1H-pyrazol-5-amine). The yield is 24.1%. RXN SMILES: [F:1][C:2]([F:9])([F:8])[C:3](=O)[CH2:4][C:5]#[N:6].[Cl:10][C:11]1[C:12]([O:19][CH3:20])=[C:13]([NH:17][NH2:18])[CH:14]=[CH:15][CH:16]=1>C(O)C>[Cl:10][C:11]1[C:12]([O:19][CH3:20])=[C:13]([N:17]2[C:5]([NH2:6])=[CH:4][C:3]([C:2]([F:9])([F:8])[F:1])=[N:18]2)[CH:14]=[CH:15][CH:16]=1. Reported procedure: To a stirred solution of 4,4,4-trifluoro-3-oxobutanenitrile (1.64 g, 11.96 mmol, 1.0 eq) in ethanol (15 mL) was added (3-chloro-2-methoxyphenyl)hydrazine (2.5 g, 11.96 mmol, 1.0 eq) and the mixture was refluxed for 3 h. Ethanol was evaporated, the mixture diluted with water and extracted with ethyl acetate (300 mL×2), dried (Na2SO4), evaporated again under vacuum. The crude product was purified by CC using EtOAc/PE (1:4) as eluent to get 1-(3-chloro-2-methoxyphenyl)-3-(trifluoromethyl)-1H-pyrazo... The reactants are F[C@@H]1[C@@H](C1)NC=C(C(=O)OCC)C(C1=C(C=C(C(=C1C)F)F)F)=O (ethyl 3-[(1R,2S)-2-fluorocyclopropylamino]-2-(2,4,5-trifluoro-6-methylbenzoyl)acrylate), [H-].[Na+] (sodium hydride), Cl (hydrochloric acid), ClCCl (dichloromethane). Solvent: O1CCOCC1 (dioxane), C(C)OCC (diethyl ether). Reaction conditions: time 1 hour. Yields the product FC=1C(=C2C(C(=CN(C2=CC1F)[C@H]1[C@H](C1)F)C(=O)OCC)=O)C (Ethyl 6,7-Difluoro-1-[(1R,2S)-2-fluorocyclopropyl]-5-methyl-4-oxo-1,4-dihydroquinoline-3-carboxylate). Yield: 77.8%. RXN SMILES: [F:1][C@H:2]1[CH2:4][C@H:3]1[NH:5][CH:6]=[C:7]([C:13](=[O:24])[C:14]1[C:19]([CH3:20])=[C:18]([F:21])[C:17]([F:22])=[CH:16][C:15]=1F)[C:8]([O:10][CH2:11][CH3:12])=[O:9].[H-].[Na+].Cl.ClCCl>O1CCOCC1.C(OCC)C>[F:21][C:18]1[C:19]([CH3:20])=[C:14]2[C:15](=[CH:16][C:17]=1[F:22])[N:5]([C@@H:3]1[CH2:4][C@@H:2]1[F:1])[CH:6]=[C:7]([C:8]([O:10][CH2:11][CH3:12])=[O:9])[C:13]2=[O:24] |f:1.2|. Procedure details: In 25 ml of anhydrous dioxane was dissolved 2.40 g of ethyl 3-[(1R,2S)-2-fluorocyclopropylamino]-2-(2,4,5-trifluoro-6-methylbenzoyl)acrylate, and 338 mg of 60% sodium hydride in oil was added thereto under cooling with ice, followed by stirring at room temperature for 1 hour. The reaction mixture was poured into a mixture of 50 ml of 1N hydrochloric acid and 50 ml of dichloromethane, followed by stirring. The organic layer was separated. The aqueous layer was extracted with 100 ml of dichloromet... Starting materials: O=C1CCO1, CCOC(=O)N1c2ccc(C(F)(F)F)cc2C(Nc2ncc(O)c(Cc3cc(C(F)(F)F)cc(C(F)(F)F)c3)n2)CC1CC, CC(C)(C)[O-], CCOC(C)=O, Cl, [K+], C1CCOC1. Product: CCOC(=O)N1c2ccc(C(F)(F)F)cc2C(Nc2ncc(OCCC(=O)O)c(Cc3cc(C(F)(F)F)cc(C(F)(F)F)c3)n2)CC1CC. As a reaction SMILES: [C:51]1(=[O:55])[CH2:52][CH2:53][O:54]1.[CH2:1]([CH3:2])[O:3][C:4](=[O:5])[N:6]1[CH:7]([CH2:43][CH3:44])[CH2:8][CH:9]([NH:20][c:21]2[n:22][cH:23][c:24]([OH:42])[c:25]([CH2:27][c:28]3[cH:29][c:30]([C:38]([F:39])([F:40])[F:41])[cH:31][c:32]([C:34]([F:35])([F:36])[F:37])[cH:33]3)[n:26]2)[c:10]2[cH:11][c:12]([C:16]([F:17])([F:18])[F:19])[cH:13][cH:14][c:15]21.[CH3:45][C:46]([CH3:47])([O-:48])[CH3:49].[CH3:62][CH2:63][O:64][C:65](=[O:66])[CH3:67].[ClH:56].[K+:50].[O:57]1[CH2:58][CH2:59][CH2:60][CH2:61]1>>[CH2:1]([CH3:2])[O:3][C:4](=[O:5])[N:6]1[CH:7]([CH2:43][CH3:44])[CH2:8][CH:9]([NH:20][c:21]2[n:22][cH:23][c:24]([O:42][CH2:53][CH2:52][C:51](=[O:54])[OH:55])[c:25]([CH2:27][c:28]3[cH:29][c:30]([C:38]([F:39])([F:40])[F:41])[cH:31][c:32]([C:34]([F:35])([F:36])[F:37])[cH:33]3)[n:26]2)[c:10]2[cH:11][c:12]([C:16]([F:17])([F:18])[F:19])[cH:13][cH:14][c:15]21. Reactants: S1C(=CC=C1)CCNC(C(=O)OC)C1=C(C=CC=C1)Cl (methyl [2-(2-thienyl)ethylamino](2-chlorophenyl)acetate), Br (hydrogen bromide). The solvent is C(C)(=O)OC(C)C (isopropyl acetate). Conditions: time 1 hour. Yields the product Br.S1C(=CC=C1)CCNC(C(=O)OC)C1=C(C=CC=C1)Cl (Methyl [2-(2-thienyl)ethylamino](2-chlorophenyl)acetate hydrobromide). Reaction SMILES: [S:1]1[CH:5]=[CH:4][CH:3]=[C:2]1[CH2:6][CH2:7][NH:8][CH:9]([C:14]1[CH:19]=[CH:18][CH:17]=[CH:16][C:15]=1[Cl:20])[C:10]([O:12][CH3:13])=[O:11].[BrH:21]>C(OC(C)C)(=O)C>[BrH:21].[S:1]1[CH:5]=[CH:4][CH:3]=[C:2]1[CH2:6][CH2:7][NH:8][CH:9]([C:14]1[CH:19]=[CH:18][CH:17]=[CH:16][C:15]=1[Cl:20])[C:10]([O:12][CH3:13])=[O:11] |f:3.4|. Procedure: The procedure as described in Example 9 is followed, the resulting methyl [2-(2-thienyl)ethylamino](2-chlorophenyl)acetate is dissolved in 50 ml of isopropyl acetate, to the solution 8 ml of 62% aqueous hydrogen bromide solution is added and the mixture is stirred at room temperature for 1 hour. During this time the product crystallizes. The crystals are collected, washed with 2×10 ml isopropyl acetate and dried. Weight: 32.5 g (83%) mp.: 164-165° C. The product was identified by elementary anal... Reactants: Cn1ccc(I)cc1=O, CC(c1ccc(B2OC(C)(C)C(C)(C)O2)cc1)N1CCCC(CC(C)(C)O)(c2ccccc2)OC1=O. Reaction SMILES: [I:37][c:38]1[cH:39][c:40](=[O:45])[n:41]([CH3:44])[cH:42][cH:43]1.[OH:1][C:2]([CH2:3][C:4]1([c:29]2[cH:30][cH:31][cH:32][cH:33][cH:34]2)[CH2:5][CH2:6][CH2:7][N:8]([CH:12]([CH3:13])[c:14]2[cH:15][cH:16][c:17]([B:20]3[O:21][C:22]([CH3:23])([CH3:24])[C:25]([CH3:26])([CH3:27])[O:28]3)[cH:18][cH:19]2)[C:9](=[O:11])[O:10]1)([CH3:35])[CH3:36]>>[OH:1][C:2]([CH2:3][C:4]1([c:29]2[cH:30][cH:31][cH:32][cH:33][cH:34]2)[CH2:5][CH2:6][CH2:7][N:8]([CH:12]([CH3:13])[c:14]2[cH:15][cH:16][c:17](-[c:38]3[cH:39][c:40](=[O:45])[n:41]([CH3:44])[cH:42][cH:43]3)[cH:18][cH:19]2)[C:9](=[O:11])[O:10]1)([CH3:35])[CH3:36]. The product is CC(c1ccc(-c2ccn(C)c(=O)c2)cc1)N1CCCC(CC(C)(C)O)(c2ccccc2)OC1=O. Reactants: Cl (hydrochloric acid), ClC1=NC=NC(=C1C)Cl (4,6-dichloro-5-methylpyrimidine), CC(CC1=C(C=CC(=N1)CO)C1=C(C=CC(=C1)OC)F)(C)C ((6-(2,2-dimethylpropyl)-5-(2-fluoro-5-methoxyphenyl)pyridin-2-yl)methanol), [H-].[Na+] (sodium hydride). Solvent: C1CCOC1 (THF). Run at temperature 50 celsius, time 2 hour. The product is ClC1=NC=NC(=C1C)OCC1=NC(=C(C=C1)C1=C(C=CC(=C1)OC)F)CC(C)(C)C (4-chloro-6-((6-(2,2-dimethylpropyl)-5-(2-fluoro-5-methoxyphenyl)pyridin-2-yl)methoxy)-5-methylpyrimidine). Isolated yield 80.6%. RXN SMILES: Cl[C:2]1[C:7]([CH3:8])=[C:6]([Cl:9])[N:5]=[CH:4][N:3]=1.[CH3:10][C:11]([CH3:31])([CH3:30])[CH2:12][C:13]1[N:18]=[C:17]([CH2:19][OH:20])[CH:16]=[CH:15][C:14]=1[C:21]1[CH:26]=[C:25]([O:27][CH3:28])[CH:24]=[CH:23][C:22]=1[F:29].[H-].[Na+].Cl>C1COCC1>[Cl:9][C:6]1[C:7]([CH3:8])=[C:2]([O:20][CH2:19][C:17]2[CH:16]=[CH:15][C:14]([C:21]3[CH:26]=[C:25]([O:27][CH3:28])[CH:24]=[CH:23][C:22]=3[F:29])=[C:13]([CH2:12][C:11]([CH3:31])([CH3:30])[CH3:10])[N:18]=2)[N:3]=[CH:4][N:5]=1 |f:2.3|. Reported procedure: To a solution of 4,6-dichloro-5-methylpyrimidine (160 mg) and (6-(2,2-dimethylpropyl)-5-(2-fluoro-5-methoxyphenyl)pyridin-2-yl)methanol (300 mg) in THF (8.0 mL) was added 60% sodium hydride (60 mg) at 0° C., and the mixture was stirred at 50° C. for 2 hr. The reaction mixture was neutralized with 1N hydrochloric acid, and extracted with ethyl acetate. The extract was washed with saturated brine, and dried over anhydrous sodium sulfate. The solvent was evaporated under reduced pressure, and the r...